The task is: describe an organic reaction: reactants, conditions, products, and yield. This data is from the Open Reaction Database (ORD), a public repository of structured organic reaction records. The reactants are C(C)(C)(C)OC(CBr)=O (bromoacetic acid-tert-butyl ester), C12(CC3CC(CC(C1)C3)C2)O (1-adamantanol), O (water). Solvent: [OH-].[K+] (potassium hydroxide), C1(=CC=CC=C1)C (toluene). Run at time 2 hour. The product is C(C)(C)(C)OC(C(O)C12CC3CC(CC(C1)C3)C2)=O ((Adamant-1-yl)-3-oxa-propionic acid-t-butylester). Reaction SMILES: [C:1]([O:5][C:6](=[O:9])[CH2:7]Br)([CH3:4])([CH3:3])[CH3:2].[C:10]12(O)[CH2:19][CH:14]3[CH2:15][CH:16]([CH2:18][CH:12]([CH2:13]3)[CH2:11]1)[CH2:17]2.[OH2:21]>[OH-].[K+].C1(C)C=CC=CC=1>[C:1]([O:5][C:6](=[O:9])[CH:7]([C:10]12[CH2:19][CH:14]3[CH2:15][CH:16]([CH2:18][CH:12]([CH2:13]3)[CH2:11]1)[CH2:17]2)[OH:21])([CH3:4])([CH3:3])[CH3:2] |f:3.4|. Procedure details: 29.26 g (150 mmol) of bromoacetic acid-tert-butyl ester is added at 0° C. to 15.22 g (100 mmol) of 1-adamantanol in 300 ml of 50% aqueous potassium hydroxide solution, 200 ml of toluene, and it is vigorously and thoroughly stirred for 2 hours. It is poured onto 1500 ml of water and extracted 2 times with 300 ml of diethyl ether. The combined organic phases are dried on magnesium sulfate and evaporated to the dry state in a vacuum. The residue is chromatographed on silica gel (mobile solvent: n-h... Reactants: O=C([O-])[O-], O=C(OCc1ccccc1)N1CC=C(OS(=O)(=O)C(F)(F)F)CC1, [K+], [K+], CN(C)C=O, CC1(C)OB(c2cccc(-n3nc(C(F)(F)F)cc3-c3ccco3)c2)OC1(C)C. Yields the product O=C(OCc1ccccc1)N1CC=C(c2cccc(-n3nc(C(F)(F)F)cc3-c3ccco3)c2)CC1. Reaction SMILES: [C:30](=[O:31])([O-:32])[O-:33].[F:36][C:37]([F:38])([F:39])[S:40]([O:41][C:42]1=[CH:43][CH2:44][N:45]([C:48](=[O:49])[O:50][CH2:51][c:52]2[cH:53][cH:54][cH:55][cH:56][cH:57]2)[CH2:46][CH2:47]1)(=[O:58])=[O:59].[K+:34].[K+:35].[O:60]=[CH:61][N:62]([CH3:63])[CH3:64].[o:1]1[c:2](-[c:6]2[cH:7][c:8]([C:26]([F:27])([F:28])[F:29])[n:9][n:10]2-[c:11]2[cH:12][c:13]([B:17]3[O:18][C:19]([CH3:20])([CH3:21])[C:22]([CH3:23])([CH3:24])[O:25]3)[cH:14][cH:15][cH:16]2)[cH:3][cH:4][cH:5]1>>[o:1]1[c:2](-[c:6]2[cH:7][c:8]([C:26]([F:27])([F:28])[F:29])[n:9][n:10]2-[c:11]2[cH:12][c:13]([C:42]3=[CH:43][CH2:44][N:45]([C:48](=[O:49])[O:50][CH2:51][c:52]4[cH:53][cH:54][cH:55][cH:56][cH:57]4)[CH2:46][CH2:47]3)[cH:14][cH:15][cH:16]2)[cH:3][cH:4][cH:5]1. Reactants: Cl (HCl), C(C)N(CCCNC(CN1N=CC(=C1C1=CC=CC=C1)C1=CC=C(C=C1)OC)=O)CC (N-[3-(diethylamino)propyl]-4-(4-methoxyphenyl)-5-phenyl-1H-pyrazole-1-acetamide), [Na] (sodium), C(CC)S (propanethiol). Solvent: CN(C)C=O (DMF), CN(C)C=O (DMF), C(Cl)Cl (methylene dichloride). The product is C(C)N(CCCNC(CN1N=CC(=C1C1=CC=CC=C1)C1=CC=C(C=C1)O)=O)CC (N-[3-(Diethylamino)propyl]-4-(4-hydroxyphenyl)-5-phenyl-1H-pyrazole-1-acetamide). The yield is 99.0%. RXN SMILES: [CH2:1]([N:3]([CH2:30][CH3:31])[CH2:4][CH2:5][CH2:6][NH:7][C:8](=[O:29])[CH2:9][N:10]1[C:14]([C:15]2[CH:20]=[CH:19][CH:18]=[CH:17][CH:16]=2)=[C:13]([C:21]2[CH:26]=[CH:25][C:24]([O:27]C)=[CH:23][CH:22]=2)[CH:12]=[N:11]1)[CH3:2].[Na].C(S)CC.Cl>CN(C=O)C.C(Cl)Cl>[CH2:30]([N:3]([CH2:1][CH3:2])[CH2:4][CH2:5][CH2:6][NH:7][C:8](=[O:29])[CH2:9][N:10]1[C:14]([C:15]2[CH:20]=[CH:19][CH:18]=[CH:17][CH:16]=2)=[C:13]([C:21]2[CH:26]=[CH:25][C:24]([OH:27])=[CH:23][CH:22]=2)[CH:12]=[N:11]1)[CH3:31] |^1:31|. Procedure details: A solution of 14 g (00.33 mol) of N-[3-(diethylamino)propyl]-4-(4-methoxyphenyl)-5-phenyl-1H-pyrazole-1-acetamide of example 34 and 0.16 mol of the sodium salt of 1 propanethiol in 375 mL of DMF was heated at 155°-160° C. for 2 hours. The reaction was chilled and the excess thioproxide was neutralized with ethanolic HCl. The DMF solution was stripped under vacuum at 30°, dissolved in methylene dichloride, and washed with aqueous sodium carbonate, then water, and finally brine. The methylene chlo... Reactants: C1COCCO1, C[Si](C)(C)N(C(=O)C(F)(F)F)[Si](C)(C)C, COc1ccc2ccc(Nc3cc(-c4ccc(C(F)(F)F)cc4)ncn3)cc2n1, N#CC1=C(C#N)C(=O)C(Cl)=C(Cl)C1=O. Product: FC(F)(F)c1ccc(-c2cc(Nc3ccc4ccc(Cl)nc4c3)ncn2)cc1. Reaction SMILES: [CH2:59]1[O:60][CH2:61][CH2:62][O:63][CH2:64]1.[CH3:15][Si:16]([N:17]([Si:18]([CH3:19])([CH3:20])[CH3:21])[C:22](=[O:23])[C:24]([F:25])([F:26])[F:27])([CH3:28])[CH3:29].[CH3:30][O:31][c:32]1[n:33][c:34]2[cH:35][c:36]([NH:42][c:43]3[n:44][cH:45][n:46][c:47](-[c:49]4[cH:50][cH:51][c:52]([C:55]([F:56])([F:57])[F:58])[cH:53][cH:54]4)[cH:48]3)[cH:37][cH:38][c:39]2[cH:40][cH:41]1.[Cl:1][C:2]1=[C:13]([Cl:14])[C:11](=[O:12])[C:8]([C:9]#[N:10])=[C:5]([C:6]#[N:7])[C:3]1=[O:4]>>[Cl:1][c:32]1[n:33][c:34]2[cH:35][c:36]([NH:42][c:43]3[n:44][cH:45][n:46][c:47](-[c:49]4[cH:50][cH:51][c:52]([C:55]([F:56])([F:57])[F:58])[cH:53][cH:54]4)[cH:48]3)[cH:37][cH:38][c:39]2[cH:40][cH:41]1. Starting materials: N1=NC=C(C=C1)N (pyridazin-4-ylamine), NC1=C(C(=NC(=C1)C)C)Br (4-amino-3-bromo-2,6-dimethylpyridine). The product is NC1=C(N=NC=C1)Br (4-amino-3-bromopyridazine), NC1=CN=NC=C1Br (4-amino-5-bromopyridazine). Isolated yield 5.0%. RXN SMILES: [N:1]1[CH:6]=[CH:5][C:4]([NH2:7])=[CH:3][N:2]=1.[NH2:8][C:9]1C=C(C)[N:12]=[C:11]([CH3:16])[C:10]=1[Br:17]>>[NH2:7][C:4]1[CH:5]=[CH:6][N:1]=[N:2][C:3]=1[Br:17].[NH2:16][C:11]1[C:10]([Br:17])=[CH:9][N:8]=[N:1][CH:12]=1. Procedure details: Bromination of pyridazin-4-ylamine was performed in the same manner as for the preparation of 4-amino-3-bromo-2,6-dimethylpyridine. Chromatography on SiO2 (20% ethyl acetate in hexanes to 100% ethyl acetate, gradient, followed by 2% methanol in ethyl acetate) yielded 4-amino-3-bromopyridazine (first eluting: 15% yield) and 4-amino-5-bromopyridazine (second eluting: 5% yield) as tan solids. Reactants: CC(C(C1=CC2=C(C=C1)OCO2)Cl)(C)[N+](=O)[O-] (1,1-dimethyl-2-chloro-2-(3,4-methylenedioxyphenyl)nitroethane), C(C)(=O)[O-].[Na+] (sodium acetate), C (Darco), [H][H] (hydrogen). Reagents/catalysts: [Pt]=O (platinum oxide). Run in C(C)(=O)O (acetic acid). Conditions: time 5 hour. Yields the product CC(CC1=CC2=C(C=C1)OCO2)(C)N (1,1-dimethyl-2-(3,4-methylenedioxyphenyl)ethylamine). Reaction SMILES: [CH3:1][C:2]([N+:15]([O-])=O)([CH3:14])[CH:3](Cl)[C:4]1[CH:9]=[CH:8][C:7]2[O:10][CH2:11][O:12][C:6]=2[CH:5]=1.C([O-])(=O)C.[Na+].C.[H][H]>C(O)(=O)C.[Pt]=O>[CH3:14][C:2]([NH2:15])([CH3:1])[CH2:3][C:4]1[CH:9]=[CH:8][C:7]2[O:10][CH2:11][O:12][C:6]=2[CH:5]=1 |f:1.2|. Procedure: A mixture of 51.52 g (0.2 mole) of 1,1-dimethyl-2-chloro-2-(3,4-methylenedioxyphenyl)nitroethane, 2.0 g of 83.8 weight % purity platinum oxide, 18.0 g (0.22 mole) of sodium acetate and 4.0 g of "Darco" in 96 ml of acetic acid and 500 ml of SDA-30 was stirred under a hydrogen atmosphere at 1000 p.s.i. and 100° C for a period of 5 hours, after which uptake of hydrogen ceased. The solution was cooled and filtered, and the filtrate was concentrated to an oil which was treated with 400 ml of water. T... The reactants are FC(N1C(=CC=C1)C1=NN=C(O1)S)(F)F (5-[1-(trifluoromethyl)pyrrol-2-yl]-1,3,4-oxadiazole-2-thiol), N1C(=CC=C1)C(=O)OC (methyl 1H-pyrrole-2-carboxylate), FC(N1C(=CC=C1)C(=O)NN)(F)F (1-(trifluoromethyl)pyrrole-2-carbohydrazide), FC(N1C(=CC=C1)C(=O)OC)(F)F (methyl 1-(trifluoromethyl)pyrrole-2-carboxylate). The product is N12CCN(C(CC1)CC2)C=2OC(=NN2)C=2N(C=CC2)C(F)(F)F (2-(1,4-diazabicyclo[3.2.2]nonan-4-yl)-5-[1-(trifluoromethyl)pyrrol-2-yl]-1,3,4-oxadiazole). RXN SMILES: [F:1][C:2]([F:15])([F:14])[N:3]1[CH:7]=[CH:6][CH:5]=[C:4]1[C:8]1[O:12][C:11](S)=[N:10][N:9]=1.F[C:17](F)(F)[N:18]1[CH:22]=[CH:21][CH:20]=[C:19]1[C:23]([NH:25]N)=O.F[C:30](F)(F)N1C=CC=C1C(OC)=O.N1C=CC=C1C(OC)=O>>[N:18]12[CH2:22][CH2:21][CH:20]([CH2:30][CH2:17]1)[N:25]([C:11]1[O:12][C:8]([C:4]3[N:3]([C:2]([F:15])([F:14])[F:1])[CH:7]=[CH:6][CH:5]=3)=[N:9][N:10]=1)[CH2:23][CH2:19]2. Reported procedure: May be prepared according to Methods A-D from 5-[1-(trifluoromethyl)pyrrol-2-yl]-1,3,4-oxadiazole-2-thiol (Method A), from 1-(trifluoromethyl)pyrrole-2-carbohydrazide (Method B), from methyl 1-(trifluoromethyl)pyrrole-2-carboxylate (Method C), and from methyl 1H-pyrrole-2-carboxylate (Method D).